From a dataset of the Open Reaction Database (ORD), a public repository of structured organic reaction records. describe an organic reaction: reactants, conditions, products, and yield As a reaction SMILES: [C:21](=[O:22])([O-:23])[O-:24].[CH3:27][I:28].[CH3:29][C:30](=[O:31])[CH3:32].[K+:25].[K+:26].[nH:1]1[c:2]([CH2:10][c:11]2[cH:12][cH:13][c:14]([C:15](=[O:16])[O:17][CH3:18])[cH:19][cH:20]2)[n:3][c:4]2[c:5]1[cH:6][cH:7][cH:8][cH:9]2>>[n:1]1([CH3:21])[c:2]([CH2:10][c:11]2[cH:12][cH:13][c:14]([C:15](=[O:16])[O:17][CH3:18])[cH:19][cH:20]2)[n:3][c:4]2[c:5]1[cH:6][cH:7][cH:8][cH:9]2. Product: COC(=O)c1ccc(Cc2nc3ccccc3n2C)cc1. Reactants: O=C([O-])[O-], CI, CC(C)=O, [K+], [K+], COC(=O)c1ccc(Cc2nc3ccccc3[nH]2)cc1. Starting materials: NC[C@@H]1[C@H]2CC(C[C@H]2CN1C(=O)C=1N=C(SC1C=1C=C(C=CC1)C)C)C ([(1S,2S,5R)-2-aminomethyl-7-methyl-3-aza-bicyclo[3.3.0]oct-3-yl]-(2-methyl-5-m-tolyl-thiazol-4-yl)-methanone), FC(C=1C=C(C(=O)O)C=CC1)(F)F (3-(trifluoromethyl)-benzoic acid). Product: CC1C[C@H]2CN([C@@H]([C@H]2C1)CNC(C1=CC(=CC=C1)C(F)(F)F)=O)C(=O)C=1N=C(SC1C=1C=C(C=CC1)C)C ((1S,2S,5R)—N-[7-Methyl-3-(2-methyl-5-m-tolyl-thiazole-4-carbonyl)-3-aza-bicyclo[3.3.0]oct-2-ylmethyl]-3-trifluoromethyl-benzamide). As a reaction SMILES: [NH2:1][CH2:2][C@H:3]1[N:10]([C:11]([C:13]2[N:14]=[C:15]([CH3:25])[S:16][C:17]=2[C:18]2[CH:19]=[C:20]([CH3:24])[CH:21]=[CH:22][CH:23]=2)=[O:12])[CH2:9][C@H:8]2[C@@H:4]1[CH2:5][CH:6]([CH3:26])[CH2:7]2.[F:27][C:28]([F:39])([F:38])[C:29]1[CH:30]=[C:31]([CH:35]=[CH:36][CH:37]=1)[C:32](O)=[O:33]>>[CH3:26][CH:6]1[CH2:5][C@H:4]2[C@H:8]([CH2:9][N:10]([C:11]([C:13]3[N:14]=[C:15]([CH3:25])[S:16][C:17]=3[C:18]3[CH:19]=[C:20]([CH3:24])[CH:21]=[CH:22][CH:23]=3)=[O:12])[C@@H:3]2[CH2:2][NH:1][C:32](=[O:33])[C:31]2[CH:35]=[CH:36][CH:37]=[C:29]([C:28]([F:27])([F:38])[F:39])[CH:30]=2)[CH2:7]1. Reported procedure: prepared by reaction of [(1S,2S,5R)-2-aminomethyl-7-methyl-3-aza-bicyclo[3.3.0]oct-3-yl]-(2-methyl-5-m-tolyl-thiazol-4-yl)-methanone with 3-(trifluoromethyl)-benzoic acid acid. The reactants are [BH4-], CC(=O)c1nccs1, CC(C)(C)OC(=O)NCCCCN, CO, [Na+]. Yields the product CC(NCCCCNC(=O)OC(C)(C)C)c1nccs1. RXN SMILES: [BH4-:22].[C:14]([CH3:15])(=[O:16])[c:17]1[s:18][cH:19][cH:20][n:21]1.[C:1]([CH3:2])([CH3:3])([CH3:4])[O:5][C:6]([NH:7][CH2:8][CH2:9][CH2:10][CH2:11][NH2:12])=[O:13].[CH3:24][OH:25].[Na+:23]>>[C:1]([CH3:2])([CH3:3])([CH3:4])[O:5][C:6]([NH:7][CH2:8][CH2:9][CH2:10][CH2:11][NH:12][CH:14]([CH3:15])[c:17]1[s:18][cH:19][cH:20][n:21]1)=[O:13]. The reactants are ice water, OC1C(C2=C(OC1(C)C)C=CS2)N2C(CCC2)=O (5,6-dihydro-6-hydroxy-5,5-dimethyl-7-(2-oxopyrrolidin-1-yl)-7H-thieno[3,2-b]pyran), C(C)(=O)OC(C)=O (acetic anhydride), [K+].[Br-] (KBr). The reagents and catalysts are Cl(=O)(=O)(=O)O (perchloric acid). Product: C(C)(=O)OC1=CC=2OC(CC(C2S1)N1C(CCC1)=O)(C)C (Acetoxy-5,6-dihydro-5,5-dimethyl-7-(2-oxopyrrolidin-1-yl)-7H-thieno[3,2-b]pyran). Reaction SMILES: O[CH:2]1[C:7]([CH3:9])([CH3:8])[O:6][C:5]2[CH:10]=[CH:11][S:12][C:4]=2[CH:3]1[N:13]1[CH2:17][CH2:16][CH2:15][C:14]1=[O:18].[K+].[Br-].[C:21]([O:24]C(=O)C)(=[O:23])[CH3:22]>Cl(O)(=O)(=O)=O>[C:21]([O:24][C:11]1[S:12][C:4]2[CH:3]([N:13]3[CH2:17][CH2:16][CH2:15][C:14]3=[O:18])[CH2:2][C:7]([CH3:9])([CH3:8])[O:6][C:5]=2[CH:10]=1)(=[O:23])[CH3:22] |f:1.2|. Procedure details: A solution of 5,6-dihydro-6-hydroxy-5,5-dimethyl-7-(2-oxopyrrolidin-1-yl)-7H-thieno[3,2-b]pyran (2.0 g, 7.48 mmol) and perchloric acid (70%, 10 drops) in acetic anhydride (20 mL) were stirred for 1 h at 0°-5° C. The solution was poured into ice water (100 mL). The product was extracted into dichloromethane, washed with water (4×), and evaporated in vacuo. The resultant oil was purified by flash chromatography, using 1% methanol in dichloromethane as the eluant, then crystallized from hexanes to ... Procedure: 6,7-Dimethoxy-4-(4-aminophenoxy)quinoline (52 mg) was dissolved in toluene (5 ml) with heat, after the addition of triethylamine (1 ml), triphosgene (66 mg) was added, and the admixture was refluxed with heat for 2 minutes. 3,4,5-Trimethoxyaniline (76 mg) was added to the reaction mixture, and the admixture was refluxed with heat for 19 minutes. After the addition of aqueous sodium hydrogen carbonate, the reaction mixture was extracted 2 times with ethyl acetate, and the organic layer was then w... Isolated yield 85.7%. Reaction SMILES: [CH3:1][O:2][C:3]1[CH:4]=[C:5]2[C:10](=[CH:11][C:12]=1[O:13][CH3:14])[N:9]=[CH:8][CH:7]=[C:6]2[O:15][C:16]1[CH:21]=[CH:20][C:19]([NH2:22])=[CH:18][CH:17]=1.Cl[C:24](Cl)([O:26]C(=O)OC(Cl)(Cl)Cl)Cl.[CH3:35][O:36][C:37]1[CH:38]=[C:39]([CH:41]=[C:42]([O:46][CH3:47])[C:43]=1[O:44][CH3:45])[NH2:40].C(=O)([O-])O.[Na+]>C1(C)C=CC=CC=1.C(N(CC)CC)C>[CH3:47][O:46][C:42]1[CH:41]=[C:39]([NH:40][C:24]([NH:22][C:19]2[CH:18]=[CH:17][C:16]([O:15][C:6]3[C:5]4[C:10](=[CH:11][C:12]([O:13][CH3:14])=[C:3]([O:2][CH3:1])[CH:4]=4)[N:9]=[CH:8][CH:7]=3)=[CH:21][CH:20]=2)=[O:26])[CH:38]=[C:37]([O:36][CH3:35])[C:43]=1[O:44][CH3:45] |f:3.4|. Reactants: C(O)([O-])=O.[Na+] (sodium hydrogen carbonate), COC=1C=C2C(=CC=NC2=CC1OC)OC1=CC=C(C=C1)N (6,7-Dimethoxy-4-(4-aminophenoxy)quinoline), COC=1C=C(N)C=C(C1OC)OC (3,4,5-Trimethoxyaniline), ClC(Cl)(OC(OC(Cl)(Cl)Cl)=O)Cl (triphosgene). Yields the product COC=1C=C(C=C(C1OC)OC)NC(=O)NC1=CC=C(C=C1)OC1=CC=NC2=CC(=C(C=C12)OC)OC (N-(3,4,5-Trimethoxyphenyl)-N'-{4-[(6,7-dimethoxy-4-quinolyl)oxy]phenyl}urea). The solvent is C1(=CC=CC=C1)C (toluene), C(C)N(CC)CC (triethylamine).